Dataset: the Open Reaction Database (ORD), a public repository of structured organic reaction records. Task: describe an organic reaction: reactants, conditions, products, and yield Reactants: C(C)OC(=O)C1C(CCC1)=O (2-oxo-cyclopentanecarboxylic acid ethyl ester), CN(CCN)C (N,N-dimethylethylenediamine). Solvent: C(C)O (ethanol). Run at temperature 80 celsius. The product is C(C)OC(=O)C1=C(CCC1)NCCN(C)C (2-(2-dimethylamino-ethylamino)-cyclopent-1-enecarboxylic acid ethyl ester). The yield is 92.5%. Reaction SMILES: [CH2:1]([O:3][C:4]([CH:6]1[CH2:10][CH2:9][CH2:8][C:7]1=O)=[O:5])[CH3:2].[CH3:12][N:13]([CH3:17])[CH2:14][CH2:15][NH2:16]>C(O)C>[CH2:1]([O:3][C:4]([C:6]1[CH2:10][CH2:9][CH2:8][C:7]=1[NH:16][CH2:15][CH2:14][N:13]([CH3:17])[CH3:12])=[O:5])[CH3:2]. Procedure: A solution of 2-oxo-cyclopentanecarboxylic acid ethyl ester (5.00 g, 32.0 mmol) in ethanol (50 mL) was treated with N,N-dimethylethylenediamine (3.85 mL, 35.2 mmol). The solution was heated at reflux at 80° C. for 16 h. After cooling to 25° C. the solvent was removed in vacuo, and the residue was purified by flash column chromatography (Teledyne Isco RediSep Flash Column 40 g; 0-100% ethyl acetate in hexanes) to afford the desired product, 2-(2-dimethylamino-ethylamino)-cyclopent-1-enecarboxylic... The reactants are [N+](=O)([O-])C1=CC=C(C=C1)[C@@H](C)NC(OC(C)(C)C)=O ((R)-tert-butyl 1-(4-nitrophenyl)ethylcarbamate), Psi hydrogen. The reagents and catalysts are [Pd] (Pd/C). Run in CO (MeOH). Yields the product NC1=CC=C(C=C1)[C@@H](C)NC(OC(C)(C)C)=O ((R)-tert-butyl 1-(4-aminophenyl)ethylcarbamate). Yield: 78.0%. Reaction SMILES: [N+:1]([C:4]1[CH:9]=[CH:8][C:7]([C@H:10]([NH:12][C:13](=[O:19])[O:14][C:15]([CH3:18])([CH3:17])[CH3:16])[CH3:11])=[CH:6][CH:5]=1)([O-])=O>CO.[Pd]>[NH2:1][C:4]1[CH:9]=[CH:8][C:7]([C@H:10]([NH:12][C:13](=[O:19])[O:14][C:15]([CH3:18])([CH3:17])[CH3:16])[CH3:11])=[CH:6][CH:5]=1. Reported procedure: A solution of C1 (1.0 g, 3.8 mmol) in MeOH (20 mL) was charged to a Parr reactor, and the contents of the reactor were treated with 10% Pd/C (800 mg, 0.376 mmol). The contents of the reactor were then hydrogenated at 45 Psi hydrogen pressure and 25° C. for 4 hours. The contents of the reactor were filtered through Celite® and washed with DCM. The combined filtrates were concentrated to provide C2 as a sticky orange residue. Yield: 690 mg, 78% yield. GC_MS=236. 1H NMR (500 MHz, d6-DMSO) δ: 7.07 (... The reactants are COc1cc(Cc2cnc(N)nc2N)cc(OC)c1Br, C1COCCO1, O=C(OO)c1cccc(Cl)c1. Product: COc1cc(Cc2c[n+]([O-])c(N)nc2N)cc(OC)c1Br. As a reaction SMILES: [NH2:1][c:2]1[n:3][cH:4][c:5]([CH2:9][c:10]2[cH:11][c:12]([O:19][CH3:20])[c:13]([Br:18])[c:14]([O:16][CH3:17])[cH:15]2)[c:6]([NH2:8])[n:7]1.[O:32]1[CH2:33][CH2:34][O:35][CH2:36][CH2:37]1.[OH:21][O:22][C:23]([c:24]1[cH:25][c:26]([Cl:27])[cH:28][cH:29][cH:30]1)=[O:31]>>[NH2:1][c:2]1[n+:3]([O-:21])[cH:4][c:5]([CH2:9][c:10]2[cH:11][c:12]([O:19][CH3:20])[c:13]([Br:18])[c:14]([O:16][CH3:17])[cH:15]2)[c:6]([NH2:8])[n:7]1.